Dataset: the Open Reaction Database (ORD), a public repository of structured organic reaction records. Task: describe an organic reaction: reactants, conditions, products, and yield Starting materials: N(=[N+]=[N-])CCC(C(C(=O)OCC1=CC=CC=C1)N1C(CC1)=O)O (Benzyl 5-azido-3-hydroxy-2-(2-oxo-azetidin-1-yl)valerate), O (water), CCOCC (ether). Reagents/catalysts: [Pd] (palladium on carbon). The solvent is C(C)O (ethanol). Product: NCCC(C(C(=O)O)N1C(CC1)=O)O (5-amino-3-hydroxy-2-(2-oxo-azetidin-1-yl)valeric acid). The yield is 29.1%. As a reaction SMILES: [N:1]([CH2:4][CH2:5][CH:6]([OH:23])[CH:7]([N:18]1[CH2:21][CH2:20][C:19]1=[O:22])[C:8]([O:10]CC1C=CC=CC=1)=[O:9])=[N+]=[N-].O.CCOCC>C(O)C.[Pd]>[NH2:1][CH2:4][CH2:5][CH:6]([OH:23])[CH:7]([N:18]1[CH2:21][CH2:20][C:19]1=[O:22])[C:8]([OH:10])=[O:9]. Procedure: Benzyl 5-azido-3-hydroxy-2-(2-oxo-azetidin-1-yl)valerate (1.6 g, 5 mmol) as a mixture of diastereoisomers prepared as Example 1, was hydrogenated at atmospheric pressure in ethanol (45 ml) and water (7 ml) with 5% palladium on carbon catalyst (900 mg). When no more hydrogen was absorbed the reaction mixture was filtered and the filtrate evaporated to yield a gum. Trituration with ether yielded a solid which was filtered off and dried under vacuum to yield a friable foam. The foam was triturated ...